This data is from the Open Reaction Database (ORD), a public repository of structured organic reaction records. The task is: describe an organic reaction: reactants, conditions, products, and yield The reactants are ClCCl, O=S(=O)(O)Cl, O, CC(=O)NCC1(c2ccccc2)CCCCC1. Yields the product CC(=O)NCC1(c2ccc(S(=O)(=O)Cl)cc2)CCCCC1. As a reaction SMILES: [CH2:24]([Cl:25])[Cl:26].[Cl:18][S:19](=[O:20])(=[O:21])[OH:22].[OH2:23].[c:1]1([C:7]2([CH2:13][NH:14][C:15]([CH3:16])=[O:17])[CH2:8][CH2:9][CH2:10][CH2:11][CH2:12]2)[cH:2][cH:3][cH:4][cH:5][cH:6]1>>[c:1]1([C:7]2([CH2:13][NH:14][C:15]([CH3:16])=[O:17])[CH2:8][CH2:9][CH2:10][CH2:11][CH2:12]2)[cH:2][cH:3][c:4]([S:19]([Cl:18])(=[O:20])=[O:21])[cH:5][cH:6]1. Starting materials: C(C)(=O)[O-].[Na+] (sodium acetate), ClCC1(OCC(CO1)(C)C)C1=C(C=CC(=C1)C)C (2-chloromethyl-5,5-dimethyl-2-(2,5-dimethylphenyl)-[1,3]dioxane), [OH-].[Na+] (sodium hydroxide). The solvent is O (water), C(CO)O (ethylene glycol). Reaction conditions: temperature 182.5 celsius. The product is CC1=C(C=C(C=C1)C)CC(=O)O (2,5-Dimethylphenylacetic acid). The yield is 94.4%. RXN SMILES: [C:1]([O-:4])(=[O:3])[CH3:2].[Na+].ClCC1([C:16]2[CH:21]=[C:20]([CH3:22])[CH:19]=[CH:18][C:17]=2[CH3:23])OCC(C)(C)CO1.[OH-].[Na+]>C(O)CO.O>[CH3:23][C:17]1[CH:18]=[CH:19][C:20]([CH3:22])=[CH:21][C:16]=1[CH2:2][C:1]([OH:4])=[O:3] |f:0.1,3.4|. Procedure details: A mixture of 4.1 g [0.05 mol] of sodium acetate and 10.75 g [0.04 mol] of 2-chloromethyl-5,5-dimethyl-2-(2,5-dimethylphenyl)-[1,3]dioxane in 50 ml of ethylene glycol is heated at 180 to 185° C. for 5 hours. It is then allowed to cool to 90 to 95° C., 20 ml of 30% strength sodium hydroxide solution are added, and the mixture is heated at 100 to 105° C. for 1 hour. The reaction mixture is diluted with 80 ml of water at room temperature and extracted twice with 10 ml of methylene chloride each time...